describe an organic reaction: reactants, conditions, products, and yield From a dataset of the Open Reaction Database (ORD), a public repository of structured organic reaction records. Starting materials: ClC=1C=C(C(N(N1)C)=O)NC1=NC=C(C=C1)C(=O)N1CCOCC1 (6-Chloro-2-methyl-4-({5-[(morpholin-4-yl)carbonyl]pyridin-2-yl}amino)-2,3-dihydropyridazin-3-one), C(C)(=O)OCC=1C(=NC=CC1B1OC(C(O1)(C)C)(C)C)N1C(C2=CC=3CC(CC3N2CC1)(C)C)=O ((2-{4,4-dimethyl-9-oxo-1,10-diazatricyclo[6.4.0.02,6]dodeca-2(6),7-dien-10-yl}-4-(tetramethyl-1,3,2-dioxaborolan-2-yl)pyridin-3-yl)methyl acetate), C1(CCCCC1)P(C1CCCCC1)C1CCCCC1 (tricyclohexyl-phospine), C([O-])([O-])=O.[Cs+].[Cs+] (cesium carbonate). Reagents/catalysts: O (water), C=1C=CC(=CC1)/C=C/C(=O)/C=C/C2=CC=CC=C2.C=1C=CC(=CC1)/C=C/C(=O)/C=C/C2=CC=CC=C2.C=1C=CC(=CC1)/C=C/C(=O)/C=C/C2=CC=CC=C2.[Pd].[Pd] (Pd2(dba)3). Run in O1CCOCC1 (1,4-dioxane). Conditions: temperature 110 celsius, time 4 hour. The product is C(C)(=O)OCC=1C(=NC=CC1C1=NN(C(C(=C1)NC1=NC=C(C=C1)C(=O)N1CCOCC1)=O)C)N1C(C2=CC=3CC(CC3N2CC1)(C)C)=O ((2-{4,4-Dimethyl-9-oxo-1,10-diazatricyclo[6.4.0.02,6]dodeca-2(6),7-dien-10-yl}-4-[1-methyl-5-({5-[(morpholin-4-yl)carbonyl]pyridin-2-yl}amino)-6-oxo-1,6-dihydro-pyridazin-3-yl]pyridin-3-yl)methyl Acetate). Isolated yield 22.5%. Reaction SMILES: Cl[C:2]1[CH:3]=[C:4]([NH:10][C:11]2[CH:16]=[CH:15][C:14]([C:17]([N:19]3[CH2:24][CH2:23][O:22][CH2:21][CH2:20]3)=[O:18])=[CH:13][N:12]=2)[C:5](=[O:9])[N:6]([CH3:8])[N:7]=1.[C:25]([O:28][CH2:29][C:30]1[C:31]([N:45]2[CH2:56][CH2:55][N:54]3[C:47](=[CH:48][C:49]4[CH2:50][C:51]([CH3:58])([CH3:57])[CH2:52][C:53]=43)[C:46]2=[O:59])=[N:32][CH:33]=[CH:34][C:35]=1B1OC(C)(C)C(C)(C)O1)(=[O:27])[CH3:26].C1(P(C2CCCCC2)C2CCCCC2)CCCCC1.C(=O)([O-])[O-].[Cs+].[Cs+]>O.C1C=CC(/C=C/C(/C=C/C2C=CC=CC=2)=O)=CC=1.C1C=CC(/C=C/C(/C=C/C2C=CC=CC=2)=O)=CC=1.C1C=CC(/C=C/C(/C=C/C2C=CC=CC=2)=O)=CC=1.[Pd].[Pd].O1CCOCC1>[C:25]([O:28][CH2:29][C:30]1[C:31]([N:45]2[CH2:56][CH2:55][N:54]3[C:47](=[CH:48][C:49]4[CH2:50][C:51]([CH3:58])([CH3:57])[CH2:52][C:53]=43)[C:46]2=[O:59])=[N:32][CH:33]=[CH:34][C:35]=1[C:2]1[CH:3]=[C:4]([NH:10][C:11]2[CH:16]=[CH:15][C:14]([C:17]([N:19]3[CH2:24][CH2:23][O:22][CH2:21][CH2:20]3)=[O:18])=[CH:13][N:12]=2)[C:5](=[O:9])[N:6]([CH3:8])[N:7]=1)(=[O:27])[CH3:26] |f:3.4.5,7.8.9.10.11|. Reported procedure: A sealed tube equipped with a magnetic stirrer was charged with 226a (279 mg, 0.80 mmol), (2-{4,4-dimethyl-9-oxo-1,10-diazatricyclo[6.4.0.02,6]dodeca-2(6),7-dien-10-yl}-4-(tetramethyl-1,3,2-dioxaborolan-2-yl)pyridin-3-yl)methyl acetate 199e (1.53 g, 3.2 mmol), Pd2(dba)3 (73.2 mg, 0.080 mmol), tricyclohexyl-phospine (44.6 mg, 0.16 mmol), cesium carbonate (521.6 mg, 1.6 mmol), 1,4-dioxane (10 mL), and water (8 drops). After three cycles of vacuum/argon flush, the mixture was stirred at 110° C. for... Starting materials: [OH-].[Na+] (sodium hydroxide), ClC=1C=C(C=C\C\2=N/CCN(C3=C2C=CC=C3)CC(=O)OCC)C=CC1Cl (ethyl (E)-2-[5-(3,4-dichlorostyryl)-2,3-dihydro-1,4-benzodiazepin-1-yl]acetate). Procedure details: 0.5 ml of 1M sodium hydroxide solution were added to a solution of 113 mg (0.28 mmol) of ethyl (E)-2-[5-(3,4-dichlorostyryl)-2,3-dihydro-1,4-benzodiazepin-1-yl]acetate in 3 ml of ethanol and the mixture left at room temperature for 1.5 hours. The solvent was removed by evaporation and the residue dissolved in water and washed with diethyl ether. The aqueous layer was acidified with acetic acid and a red gum separated out. The gum was dissolved in a small amount of ethanol and diluted with ethyl ... Product: ClC=1C=C(C=C\C\2=N/CCN(C3=C2C=CC=C3)CC(=O)O)C=CC1Cl ((E)-5-(3,4-dichlorostyryl)-2,3-dihydro-1H-1,4-benzodiazepine-1-acetic acid). As a reaction SMILES: [OH-].[Na+].[Cl:3][C:4]1[CH:5]=[C:6]([CH:26]=[CH:27][C:28]=1[Cl:29])[CH:7]=[CH:8][C:9]1=[N:10][CH2:11][CH2:12][N:13]([CH2:20][C:21]([O:23]CC)=[O:22])[C:14]2[CH:19]=[CH:18][CH:17]=[CH:16][C:15]1=2>C(O)C>[Cl:3][C:4]1[CH:5]=[C:6]([CH:26]=[CH:27][C:28]=1[Cl:29])[CH:7]=[CH:8][C:9]1=[N:10][CH2:11][CH2:12][N:13]([CH2:20][C:21]([OH:23])=[O:22])[C:14]2[CH:19]=[CH:18][CH:17]=[CH:16][C:15]1=2 |f:0.1|. Yield: 83.8%. Solvent: C(C)O (ethanol). Reaction conditions: time 1.5 hour. As a reaction SMILES: [F:1][C:2]([F:6])([F:5])[CH2:3][NH2:4].[C:7](N1C=CN=C1)(N1C=CN=C1)=[S:8].[CH2:19]([CH:21]1[CH2:25][NH:24][N:23]=[CH:22]1)[CH3:20]>C(#N)C>[F:1][C:2]([F:6])([F:5])[CH2:3][NH:4][C:7]([N:23]1[CH2:22][CH:21]([CH2:19][CH3:20])[CH:25]=[N:24]1)=[S:8]. The solvent is C(C)#N (acetonitrile), C(C)#N (acetonitrile). Product: FC(CNC(=S)N1N=CC(C1)CC)(F)F (4-ethyl-4,5-dihydro-pyrazole-1-carbothioic acid (2,2,2-trifluoro-ethyl)-amide). Conditions: time 8 hour. The yield is 1.2%. Reported procedure: A solution of 3.2 mL (1 mol equiv.) 2,2,2-trifluoro-ethylamine in 60 mL acetonitrile was added to a stirred solution of 7.4 g (2.1 mol equiv.) 1,1′-thiocarbonyldiimidazole in 100 mL acetonitrile at room temperature. The reaction mixture was stirred overnight, and 1.96 g (1 mol equiv.) 4-Ethyl-4,5-dihydro-1H-pyrazole (synthesized as described in WO 2008/034863) was added to the reaction mixture. After 1 hour volatiles were removed under reduced pressure and the residue was purified by flash chrom... Reactants: C(C)C1C=NNC1 (4-Ethyl-4,5-dihydro-1H-pyrazole), FC(CN)(F)F (2,2,2-trifluoro-ethylamine), C(=S)(N1C=NC=C1)N1C=NC=C1 (1,1′-thiocarbonyldiimidazole). Starting materials: Example 69 ( 9 ), C1(CCCCC1)C(OC1=CC=C(C(=O)O)C=C1)C1=C(SC(=C1)CC(C)C)CC (4-{cyclohexyl[2-ethyl-5-(2-methylpropyl)thiophen-3-yl]methoxy}benzoic acid), CNCCC(=O)OCC (ethyl 3-(methylamino)propanoate). The product is C1(CCCCC1)C(OC1=CC=C(C=C1)C(=O)N(CCC(=O)O)C)C1=C(SC(=C1)CC(C)C)CC (3-{[(4-{cyclohexyl[2-ethyl-5-(2-methylpropyl)thiophen-3-yl]methoxy}phenyl)carbonyl](methyl)amino}propanoic acid). The yield is 51.2%. RXN SMILES: [CH:1]1([CH:7]([C:18]2[CH:22]=[C:21]([CH2:23][CH:24]([CH3:26])[CH3:25])[S:20][C:19]=2[CH2:27][CH3:28])[O:8][C:9]2[CH:17]=[CH:16][C:12]([C:13](O)=[O:14])=[CH:11][CH:10]=2)[CH2:6][CH2:5][CH2:4][CH2:3][CH2:2]1.[CH3:29][NH:30][CH2:31][CH2:32][C:33]([O:35]CC)=[O:34]>>[CH:1]1([CH:7]([C:18]2[CH:22]=[C:21]([CH2:23][CH:24]([CH3:25])[CH3:26])[S:20][C:19]=2[CH2:27][CH3:28])[O:8][C:9]2[CH:17]=[CH:16][C:12]([C:13]([N:30]([CH3:29])[CH2:31][CH2:32][C:33]([OH:35])=[O:34])=[O:14])=[CH:11][CH:10]=2)[CH2:6][CH2:5][CH2:4][CH2:3][CH2:2]1. Procedure: An operation similar to that in Example 69 (9) was performed using 4-{cyclohexyl[2-ethyl-5-(2-methylpropyl)thiophen-3-yl]methoxy}benzoic acid (256 mg) synthesized in Example 81 (4) and ethyl 3-(methylamino)propanoate (101 mg) to give the title compound (159 mg, 51%).